This data is from the Open Reaction Database (ORD), a public repository of structured organic reaction records. The task is: describe an organic reaction: reactants, conditions, products, and yield Starting materials: O=C(O)c1cccc2c1CCN(Cc1ccccc1)C2=O, CCN=C=NCCCN(C)C, CCN(C(C)C)C(C)C, ClCCl, Cl, Cl, NC(Cc1cc(F)cc(F)c1)C(O)CNC1(c2cccc(C(F)(F)F)c2)CC1, Oc1cccc2[nH]nnc12. Yields the product O=C(NC(Cc1cc(F)cc(F)c1)C(O)CNC1(c2cccc(C(F)(F)F)c2)CC1)c1cccc2c1CCN(Cc1ccccc1)C2=O. RXN SMILES: [CH2:1]([c:2]1[cH:3][cH:4][cH:5][cH:6][cH:7]1)[N:8]1[C:9](=[O:21])[c:10]2[cH:11][cH:12][cH:13][c:14]([C:18](=[O:19])[OH:20])[c:15]2[CH2:16][CH2:17]1.[CH3:62][N:63]([CH3:64])[CH2:65][CH2:66][CH2:67][N:68]=[C:69]=[N:70][CH2:71][CH3:72].[CH:73]([N:74]([CH2:75][CH3:76])[CH:77]([CH3:78])[CH3:79])([CH3:80])[CH3:81].[Cl:82][CH2:83][Cl:84].[ClH:22].[ClH:61].[NH2:23][CH:24]([CH:25]([CH2:26][NH:27][C:28]1([c:31]2[cH:32][c:33]([C:37]([F:38])([F:39])[F:40])[cH:34][cH:35][cH:36]2)[CH2:29][CH2:30]1)[OH:41])[CH2:42][c:43]1[cH:44][c:45]([F:50])[cH:46][c:47]([F:49])[cH:48]1.[OH:51][c:52]1[c:53]2[n:54][n:55][nH:56][c:57]2[cH:58][cH:59][cH:60]1>>[CH2:1]([c:2]1[cH:3][cH:4][cH:5][cH:6][cH:7]1)[N:8]1[C:9](=[O:21])[c:10]2[cH:11][cH:12][cH:13][c:14]([C:18](=[O:20])[NH:23][CH:24]([CH:25]([CH2:26][NH:27][C:28]3([c:31]4[cH:32][c:33]([C:37]([F:38])([F:39])[F:40])[cH:34][cH:35][cH:36]4)[CH2:29][CH2:30]3)[OH:41])[CH2:42][c:43]3[cH:44][c:45]([F:50])[cH:46][c:47]([F:49])[cH:48]3)[c:15]2[CH2:16][CH2:17]1. Starting materials: ClC=1C=CC(=C(C1)C1=CC(N(C=C1OC)C(C(=O)NC1=CC=C(C(=O)OCC)C=C1)CC(C)F)=O)C#N (ethyl 4-({2-[4-(5-chloro-2-cyanophenyl)-5-methoxy-2-oxopyridin-1(2H)-yl]-4-fluoropentanoyl}amino)benzoate), [OH-].[Li+] (lithium hydroxide). Product: ClC=1C=CC(=C(C1)C1=CC(N(C=C1OC)C(C(=O)NC1=CC=C(C(=O)O)C=C1)CC(C)F)=O)C#N (4-({2-[4-(5-Chloro-2-cyanophenyl)-5-methoxy-2-oxopyridin-1(2H)-yl]-4-fluoropentanoyl}amino)benzoic acid). Reaction SMILES: [Cl:1][C:2]1[CH:3]=[CH:4][C:5]([C:36]#[N:37])=[C:6]([C:8]2[C:13]([O:14][CH3:15])=[CH:12][N:11]([CH:16]([CH2:31][CH:32]([F:34])[CH3:33])[C:17]([NH:19][C:20]3[CH:30]=[CH:29][C:23]([C:24]([O:26]CC)=[O:25])=[CH:22][CH:21]=3)=[O:18])[C:10](=[O:35])[CH:9]=2)[CH:7]=1.[OH-].[Li+]>>[Cl:1][C:2]1[CH:3]=[CH:4][C:5]([C:36]#[N:37])=[C:6]([C:8]2[C:13]([O:14][CH3:15])=[CH:12][N:11]([CH:16]([CH2:31][CH:32]([F:34])[CH3:33])[C:17]([NH:19][C:20]3[CH:30]=[CH:29][C:23]([C:24]([OH:26])=[O:25])=[CH:22][CH:21]=3)=[O:18])[C:10](=[O:35])[CH:9]=2)[CH:7]=1 |f:1.2|. Reported procedure: 170 mg (purity 91%, 0.29 mmol) of ethyl 4-({2-[4-(5-chloro-2-cyanophenyl)-5-methoxy-2-oxopyridin-1(2H)-yl]-4-fluoropentanoyl}amino)benzoate (mixture of racemic diastereomers) were hydrolysed with lithium hydroxide according to General Method 3. Yield: 67 mg (45% of theory) Reactants: O=C([O-])[O-], CC#N, [K+], [K+], CCOC(=O)c1cc2cc([N+](=O)[O-])ccc2[nH]1, O, COS(=O)(=O)c1ccc(C)cc1. Product: CCOC(=O)c1cc2cc([N+](=O)[O-])ccc2n1C. Reaction SMILES: [C:18](=[O:19])([O-:20])[O-:21].[CH3:37][C:38]#[N:39].[K+:22].[K+:23].[N+:1](=[O:2])([O-:3])[c:4]1[cH:5][c:6]2[cH:7][c:8]([C:13](=[O:14])[O:15][CH2:16][CH3:17])[nH:9][c:10]2[cH:11][cH:12]1.[OH2:36].[c:24]1([CH3:25])[cH:26][cH:27][c:28]([S:29]([O:30][CH3:31])(=[O:32])=[O:33])[cH:34][cH:35]1>>[N+:1](=[O:2])([O-:3])[c:4]1[cH:5][c:6]2[cH:7][c:8]([C:13](=[O:14])[O:15][CH2:16][CH3:17])[n:9]([CH3:18])[c:10]2[cH:11][cH:12]1.